Dataset: the Open Reaction Database (ORD), a public repository of structured organic reaction records. Task: describe an organic reaction: reactants, conditions, products, and yield The reactants are C[Mg]Cl (methyl magnesium chloride), O=C1CCCC=2C3=CC(=CC=C3NC12)C#N (1-Oxo-2,3,4,9-tetrahydro-1H-carbazole-6-carbonitrile), [NH4+].[Cl-] (NH4Cl). Solvent: C1CCOC1 (THF). Reaction conditions: temperature 0 celsius, time 3 hour. Yields the product OC1(CCCC=2C3=CC(=CC=C3NC12)C#N)C (1-Hydroxy-1-methyl-2,3,4,9-tetrahydro-1H-carbazole-6-carbonitrile). Yield: 23.3%. As a reaction SMILES: [O:1]=[C:2]1[C:14]2[NH:13][C:12]3[C:7](=[CH:8][C:9]([C:15]#[N:16])=[CH:10][CH:11]=3)[C:6]=2[CH2:5][CH2:4][CH2:3]1.[CH3:17][Mg]Cl.[NH4+].[Cl-]>C1COCC1>[OH:1][C:2]1([CH3:17])[C:14]2[NH:13][C:12]3[C:7](=[CH:8][C:9]([C:15]#[N:16])=[CH:10][CH:11]=3)[C:6]=2[CH2:5][CH2:4][CH2:3]1 |f:2.3|. Procedure details: 1-Oxo-2,3,4,9-tetrahydro-1H-carbazole-6-carbonitrile (0.12 g, 0.57 mmol) was dissolved in anhydrous THF (5 mL), cooled to 0° C., and methyl magnesium chloride (0.12 g, 1.71 mmol, 3M in THF) was added dropwise. The reaction mixture was warmed to room temperature and stirred for 3 h at room temperature then cooled to 0° C., saturated NH4Cl (10 mL) was added and then extracted with EtOAc (4×25 mL). The combined organic extracts were dried over Na2SO4 concentrated under reduced pressure to give the ... RXN SMILES: [NH:14]1[CH2:15][CH:16]([NH:18][C:19](=[O:20])[CH2:21][NH:22][C:23]([c:24]2[cH:25][c:26]([C:30]([F:31])([F:32])[F:33])[cH:27][cH:28][cH:29]2)=[O:34])[CH2:17]1.[OH:1][C:2]1([c:9]2[s:10][cH:11][n:12][n:13]2)[CH2:3][CH2:4][C:5](=[O:8])[CH2:6][CH2:7]1>>[OH:1][C:2]1([c:9]2[s:10][cH:11][n:12][n:13]2)[CH2:3][CH2:4][CH:5]([N:14]2[CH2:15][CH:16]([NH:18][C:19](=[O:20])[CH2:21][NH:22][C:23]([c:24]3[cH:25][c:26]([C:30]([F:31])([F:32])[F:33])[cH:27][cH:28][cH:29]3)=[O:34])[CH2:17]2)[CH2:6][CH2:7]1. The product is O=C(CNC(=O)c1cccc(C(F)(F)F)c1)NC1CN(C2CCC(O)(c3nncs3)CC2)C1. The reactants are O=C(CNC(=O)c1cccc(C(F)(F)F)c1)NC1CNC1, O=C1CCC(O)(c2nncs2)CC1. The reactants are C1(=CC=CC=C1)[C@H](CCO)O ((S)-1-phenyl-propane-1,3-diol), C1CN2CCN1CC2 (triethylenediamine), C1(=CC=C(C=C1)S(=O)(=O)Cl)C (p-toluenesulfonyl chloride). Run in C(Cl)Cl (DCM), C(Cl)Cl (DCM). Run at time 1 hour. The product is O[C@@H](CCOS(=O)(=O)C1=CC=C(C=C1)C)C1=CC=CC=C1 (Toluene-4-sulfonic acid (S)-3-hydroxy-3-phenylpropyl ester), crude oil. RXN SMILES: [C:1]1([C@@H:7]([OH:11])[CH2:8][CH2:9][OH:10])[CH:6]=[CH:5][CH:4]=[CH:3][CH:2]=1.C1N2CCN(CC2)C1.[C:20]1([CH3:30])[CH:25]=[CH:24][C:23]([S:26](Cl)(=[O:28])=[O:27])=[CH:22][CH:21]=1>C(Cl)Cl>[OH:11][C@H:7]([C:1]1[CH:6]=[CH:5][CH:4]=[CH:3][CH:2]=1)[CH2:8][CH2:9][O:10][S:26]([C:23]1[CH:24]=[CH:25][C:20]([CH3:30])=[CH:21][CH:22]=1)(=[O:28])=[O:27]. Procedure: To a solution of (S)-1-phenyl-propane-1,3-diol (0.5 g, 3.3 mmol) and triethylenediamine (368 mg, 3.3 mmol) in DCM (40 mL) cooled to 0° C. was added dropwise p-toluenesulfonyl chloride (1.96 g, 0.0103 mol) in DCM (20 mL). The reaction mixture was stirred for 1 h and then filtered through a pad of silica. The silica was washed with DCM and the filtrate was concentrated to give the title compound as a crude oil (0.485 mg). The reactants are C1CCOC1, CS(C)=O, ClCCl, N#C[K], BrCc1ccc(-c2nc3ccccc3o2)cc1. The product is N#CCc1ccc(-c2nc3ccccc3o2)cc1. As a reaction SMILES: [CH2:21]1[O:22][CH2:23][CH2:24][CH2:25]1.[CH3:26][S:27]([CH3:28])=[O:29].[Cl:30][CH2:31][Cl:32].[K:18][C:19]#[N:20].[o:1]1[c:2](-[c:10]2[cH:11][cH:12][c:13]([CH2:14][Br:15])[cH:16][cH:17]2)[n:3][c:4]2[c:5]1[cH:6][cH:7][cH:8][cH:9]2>>[o:1]1[c:2](-[c:10]2[cH:11][cH:12][c:13]([CH2:14][C:19]#[N:20])[cH:16][cH:17]2)[n:3][c:4]2[c:5]1[cH:6][cH:7][cH:8][cH:9]2. RXN SMILES: N1CCC[C@H]1C(O)=O.[CH3:9][S:10][C:11]1[S:12][C:13]2[CH:19]=[C:18]([CH2:20][CH2:21][CH:22]=[O:23])[CH:17]=[CH:16][C:14]=2[N:15]=1.[Cl:24]N1C(=O)CCC1=O>C(Cl)Cl>[Cl:24][CH:21]([CH2:20][C:18]1[CH:17]=[CH:16][C:14]2[N:15]=[C:11]([S:10][CH3:9])[S:12][C:13]=2[CH:19]=1)[CH:22]=[O:23]. Yields the product ClC(C=O)CC1=CC2=C(N=C(S2)SC)C=C1 (2-chloro-3-(2-(methylthio)benzo[d]thiazol-6-yl)propanal). Isolated yield 79.7%. Reported procedure: L-proline (0.22 g, 1.9 mmol) was added to a solution of 3-(2-(methylthio)benzo[d]thiazol-6-yl)propanal (2.3 g, 9.7 mmol) in DCM (40 mL) at 0° C. followed by addition of N-chlorosuccinimide (1.4 g, 10 mmol). The reaction mixture was slowly warmed to ambient temperature and stirred overnight. The reaction mixture was concentrated under reduced pressure and purified by silica gel chromatography, eluting with 10:1 to 2:1 petroleum ether/EtOAc to afford 2-chloro-3-(2-(methylthio)benzo[d]thiazol-6-yl)... Reaction conditions: time 8 hour. Starting materials: N1[C@H](C(=O)O)CCC1 (L-proline), CSC=1SC2=C(N1)C=CC(=C2)CCC=O (3-(2-(methylthio)benzo[d]thiazol-6-yl)propanal), ClN1C(CCC1=O)=O (N-chlorosuccinimide). The solvent is C(Cl)Cl (DCM). Starting materials: CC(C)=O, Cl, FC(F)(F)CN1CCC2(CC1)OCCO2. Product: Cl, O=C1CCN(CC(F)(F)F)CC1. As a reaction SMILES: [CH3:17][C:18](=[O:19])[CH3:20].[ClH:16].[F:1][C:2]([CH2:3][N:4]1[CH2:5][CH2:6][C:7]2([O:8][CH2:11][CH2:10][O:9]2)[CH2:12][CH2:13]1)([F:14])[F:15]>>[ClH:16].[F:1][C:2]([CH2:3][N:4]1[CH2:5][CH2:6][C:7](=[O:8])[CH2:12][CH2:13]1)([F:14])[F:15]. Starting materials: CC(Br)C(=O)Br, CCCO, CN(C)c1ccccc1. Yields the product Br, CN(C)c1ccccc1. Reaction SMILES: [Br:10][CH:11]([CH3:12])[C:13]([Br:14])=[O:15].[CH2:16]([OH:17])[CH2:18][CH3:19].[CH3:1][N:2]([c:3]1[cH:4][cH:5][cH:6][cH:7][cH:8]1)[CH3:9]>>[BrH:10].[CH3:1][N:2]([c:3]1[cH:4][cH:5][cH:6][cH:7][cH:8]1)[CH3:9].